Task: describe an organic reaction: reactants, conditions, products, and yield. Dataset: the Open Reaction Database (ORD), a public repository of structured organic reaction records Starting materials: N[C@@H]1[C@@H](CCC1)C(=O)O (cis-2-amino-1-cyclopentane-carboxylic acid), Cl.CC1=NC2=CC=CC=C2C(=C1)COC1=CC=C(C=C1)S(=O)(=O)Cl (4-(2-methyl-quinolin-4-ylmethoxy)-benzenesulfonyl chloride hydrochloride). The product is CC1=NC2=CC=CC=C2C(=C1)COC1=CC=C(C=C1)S(=O)(=O)N[C@@H]1[C@@H](CCC1)C(=O)O (cis-2-[({4-[(2-methylquinolin-4-yl)methoxy]phenyl}sulfonyl)amino]cyclopentanecarboxylic acid). Isolated yield 84.2%. As a reaction SMILES: [NH2:1][C@H:2]1[CH2:6][CH2:5][CH2:4][C@H:3]1[C:7]([OH:9])=[O:8].Cl.[CH3:11][C:12]1[CH:21]=[C:20]([CH2:22][O:23][C:24]2[CH:29]=[CH:28][C:27]([S:30](Cl)(=[O:32])=[O:31])=[CH:26][CH:25]=2)[C:19]2[C:14](=[CH:15][CH:16]=[CH:17][CH:18]=2)[N:13]=1>>[CH3:11][C:12]1[CH:21]=[C:20]([CH2:22][O:23][C:24]2[CH:29]=[CH:28][C:27]([S:30]([NH:1][C@H:2]3[CH2:6][CH2:5][CH2:4][C@H:3]3[C:7]([OH:9])=[O:8])(=[O:32])=[O:31])=[CH:26][CH:25]=2)[C:19]2[C:14](=[CH:15][CH:16]=[CH:17][CH:18]=2)[N:13]=1 |f:1.2|. Procedure: According to the procedure of Example 10, Step 1, the reaction of 322.9 mg (2.5 mmol) of cis-2-amino-1-cyclopentane-carboxylic acid with 960.7 mg of 4-(2-methyl-quinolin-4-ylmethoxy)-benzenesulfonyl chloride hydrochloride provided 927.7 mg of cis-2-[({4-[(2-methylquinolin-4-yl)methoxy]phenyl}sulfonyl)amino]cyclopentanecarboxylic acid in 84% yield. MS: 441.1 (M+H)+ Reactants: [BH4-].[Na+] (sodium borohydride), CN(C1(CCC(CC1)C=O)C1=CC=CC=C1)C (4-Dimethylamino-4-phenylcyclohexanecarbaldehyde), C(C)O (ethanol). The solvent is O (water), [OH-].[Na+] (NaOH), C(C)O.O (ethanol water). Conditions: time 2 hour. Yields the product CN(C1(CCC(CC1)CO)C1=CC=CC=C1)C ((4-Dimethylamino-4-phenylcyclohexyl)methanol). Reaction SMILES: [CH3:1][N:2]([CH3:17])[C:3]1([C:11]2[CH:16]=[CH:15][CH:14]=[CH:13][CH:12]=2)[CH2:8][CH2:7][CH:6]([CH:9]=[O:10])[CH2:5][CH2:4]1.[BH4-].[Na+].C(O)C>[OH-].[Na+].C(O)C.O.O>[CH3:1][N:2]([CH3:17])[C:3]1([C:11]2[CH:16]=[CH:15][CH:14]=[CH:13][CH:12]=2)[CH2:8][CH2:7][CH:6]([CH2:9][OH:10])[CH2:5][CH2:4]1 |f:1.2,4.5,6.7|. Reported procedure: 4-Dimethylamino-4-phenylcyclohexanecarbaldehyde (2.35 g, 10.2 mmol) was stirred in a mixture of 1 M NaOH (10.2 ml) and ethanol/water (2:1, 60 ml) for 30 min at RT under argon as inert gas. A solution of sodium borohydride (769 mg, 20.3 mmol) in water (40 ml) was then added dropwise at RT over 60 min and the mixture was stirred for 2 h. For the work-up, the ethanol was driven off under vacuum and the aqueous residue was extracted with EE (6×20 ml). The combined extracts were washed with saturated... Reactants: [Br-], CN(C)C=O, [Na+], CCC#CC=CCCCOS(=O)(=O)c1ccc(C)cc1. The product is CCC#CC=CCCCBr. As a reaction SMILES: [Br-:22].[CH3:23][N:24]([CH3:25])[CH:26]=[O:27].[Na+:21].[S:1]([O:2][CH2:12][CH2:13][CH2:14][CH:15]=[CH:16][C:17]#[C:18][CH2:19][CH3:20])([c:3]1[cH:4][cH:5][c:6]([CH3:7])[cH:8][cH:9]1)(=[O:10])=[O:11]>>[CH2:12]([CH2:13][CH2:14][CH:15]=[CH:16][C:17]#[C:18][CH2:19][CH3:20])[Br:22]. Starting materials: foam, C(C)OC(=O)[C@H]1[C@@H](CCCC1)N1C(CC(C1)C)=O (trans-2-(4-Methyl-2-oxo-pyrrolidin-1-yl)-cyclohexanecarboxylic acid ethyl ester), Cl (HCl), [OH-].[Li+] (lithium hydroxide). Solvent: C1CCOC1 (THF). Product: CC1CC(N(C1)[C@H]1[C@@H](CCCC1)C(=O)O)=O (trans-2-(4-Methyl-2-oxo-pyrrolidin-1-yl)-cyclohexanecarboxylic acid). RXN SMILES: C([O:3][C:4]([C@@H:6]1[CH2:11][CH2:10][CH2:9][CH2:8][C@H:7]1[N:12]1[CH2:16][CH:15]([CH3:17])[CH2:14][C:13]1=[O:18])=[O:5])C.[OH-].[Li+].Cl>C1COCC1>[CH3:17][CH:15]1[CH2:16][N:12]([C@@H:7]2[CH2:8][CH2:9][CH2:10][CH2:11][C@H:6]2[C:4]([OH:5])=[O:3])[C:13](=[O:18])[CH2:14]1 |f:1.2|. Reported procedure: trans-2-(4-Methyl-2-oxo-pyrrolidin-1-yl)-cyclohexanecarboxylic acid ethyl ester (395 mg) was dissolved in absolute THF (15 ml) and 1 N lithium hydroxide solution (5.12 ml) was added. The resulting mixture was refluxed over night. The reaction mixture was cooled to room temperature and then HCl conc. (1.80 ml) was added (pH=2). The mixture was evaporated and then diluted with toluene and evaporated to remove the water. The residue was purified by flash chromatography (AcOEt/MeOH 85/15) to give th... Reactants: N1C(=CC2=CC=CC=C12)SCCC(=O)O (3-(2-indolylthio)propionic acid), polyphosphate ester. Solvent: C(Cl)(Cl)Cl (chloroform), ice. Run at time 16 hour. The product is O=C1CCSC=2NC3=CC=CC=C3C21 (4-Oxo-2,3,4,9-Tetrahydrothiopyrano[2,3-b]Indole). Reaction SMILES: [NH:1]1[C:9]2[C:4](=[CH:5][CH:6]=[CH:7][CH:8]=2)[CH:3]=[C:2]1[S:10][CH2:11][CH2:12][C:13]([OH:15])=O>C(Cl)(Cl)Cl>[O:15]=[C:13]1[C:3]2[C:4]3[C:9](=[CH:8][CH:7]=[CH:6][CH:5]=3)[NH:1][C:2]=2[S:10][CH2:11][CH2:12]1. Reported procedure: A mixture of 88.5 g (0.4 mol) of 3-(2-indolylthio)propionic acid and 300 g of polyphosphate ester in 3.5 liters of chloroform is stirred for 16 hours at room temperature and under a nitrogen atmosphere. The mixture is diluted with 3 liters of ice-cold water, the organic phase is separated after settling has occurred and the aqueous phase is extracted with chloroform. The organic phases are combined, washed with 10% strength aqueous sodium bicarbonate solution and then with water, dried and conce... The reactants are CI (methyl iodide), ClC1=C(C(=O)O)C=CC=N1 (2-chloronicotinic acid), [H][H] (hydrogen), [H-].[Na+] (sodium hydride). Solvent: CN(C=O)C (N,N-dimethylformamide). Run at time 8 hour. Yields the product ClC1=C(C(=O)OC)C=CC=N1 (methyl 2-chloronicotinate). Reaction SMILES: [Cl:1][C:2]1[N:10]=[CH:9][CH:8]=[CH:7][C:3]=1[C:4]([OH:6])=[O:5].[H-].[Na+].[H][H].[CH3:15]I>CN(C)C=O>[Cl:1][C:2]1[N:10]=[CH:9][CH:8]=[CH:7][C:3]=1[C:4]([O:6][CH3:15])=[O:5] |f:1.2|. Procedure: 15.75 g (0.1 mole) of commercially available 2-chloronicotinic acid was dissolved in 100 mL of N,N-dimethylformamide. After cooling this solution to 0° under nitrogen, 4.4 g (0.11 mole) of 60% sodium hydride was added portionwise while evolved hydrogen gas was vented. The reaction mixture was stirred until the effervescence stopped (~2 hrs.). 7.5 mL (0.112 mole) of methyl iodide was then added dropwise. Stirring of the reaction mixture was continued overnight. Solvent was removed in vacuo at r.t... Reactants: C1(CCC1)N1C(=CC2=CC=C(C=C12)OC)C1=CC=C(C=C1)[N+](=O)[O-] (1-cyclobutyl-6-methoxy-2-(4-nitro-phenyl)-1H-indole), [Cl-].[NH4+] (ammonium chloride). The reagents and catalysts are [Fe] (iron). Run in CCO.O (EtOH water). Conditions: temperature 80 celsius, time 1 hour. The product is C1(CCC1)N1C(=CC2=CC=C(C=C12)OC)C1=CC=C(C=C1)N (4-(1-cyclobutyl-6-methoxy-1H-indole-2-yl)-phenylamine). The yield is 0.1%. Reaction SMILES: [CH:1]1([N:5]2[C:13]3[C:8](=[CH:9][CH:10]=[C:11]([O:14][CH3:15])[CH:12]=3)[CH:7]=[C:6]2[C:16]2[CH:21]=[CH:20][C:19]([N+:22]([O-])=O)=[CH:18][CH:17]=2)[CH2:4][CH2:3][CH2:2]1.[Cl-].[NH4+]>[Fe].CCO.O>[CH:1]1([N:5]2[C:13]3[C:8](=[CH:9][CH:10]=[C:11]([O:14][CH3:15])[CH:12]=3)[CH:7]=[C:6]2[C:16]2[CH:17]=[CH:18][C:19]([NH2:22])=[CH:20][CH:21]=2)[CH2:4][CH2:3][CH2:2]1 |f:1.2,4.5|. Procedure details: A mixture of 1-cyclobutyl-6-methoxy-2-(4-nitro-phenyl)-1H-indole (0.83 g, 2.60 mmol), iron powder (0.84 mg, 15.0 mmol), ammonium chloride (0.96 g, 18.0 mmol), and EtOH/water (25 mL/8 mL) was stirred at 80° C. for 1 h and concentrated. The residue was suspended in DMF (20 mL) and MeOH/CH2Cl2 (1:1, 20 mL). The mixture was passed through a Celite pad, washed with MeOH/CH2Cl2 (1:1), concentrated and water was added to afford a precipitate which was collected by filtration and washed with water. The ... Starting materials: C(C1=CC=CC=C1)OC(=O)N[C@@H]1C(N(CC1)[C@@H]1[C@@H](C[C@@H](CC1)NO)NC(OCC[Si](C)(C)C)=O)=O (2-(trimethylsilyl)ethyl (1R,2S,5R)-2-((S)-3-benzyloxycarbonylamino-2-oxopyrrolidin-1-yl)-5-(hydroxyamino)cyclohexylcarbamate), C[Mg+].[Br-] (MeMgBr). Solvent: CC(=O)C (acetone). Run at temperature 0 celsius, time 1.5 hour. The product is C(C1=CC=CC=C1)OC(=O)N[C@@H]1C(N(CC1)[C@@H]1[C@@H](C[C@@H](CC1)NC(C)(C)C)NC(OCC[Si](C)(C)C)=O)=O (2-(trimethylsilyl)ethyl (1R,2S,5R)-2-((S)-3-benzyloxycarbonylamino-2-oxopyrrolidin-1-yl)-5-(tert-butylamino)cyclohexylcarbamate). Yield: 84.8%. RXN SMILES: [CH2:1]([O:8][C:9]([NH:11][C@H:12]1[CH2:16][CH2:15][N:14]([C@H:17]2[CH2:22][CH2:21][C@@H:20]([NH:23]O)[CH2:19][C@H:18]2[NH:25][C:26](=[O:34])[O:27][CH2:28][CH2:29][Si:30]([CH3:33])([CH3:32])[CH3:31])[C:13]1=[O:35])=[O:10])[C:2]1[CH:7]=[CH:6][CH:5]=[CH:4][CH:3]=1.C[Mg+].[Br-]>CC(C)=O>[CH2:1]([O:8][C:9]([NH:11][C@H:12]1[CH2:16][CH2:15][N:14]([C@H:17]2[CH2:22][CH2:21][C@@H:20]([NH:23][C:2]([CH3:7])([CH3:3])[CH3:1])[CH2:19][C@H:18]2[NH:25][C:26](=[O:34])[O:27][CH2:28][CH2:29][Si:30]([CH3:33])([CH3:32])[CH3:31])[C:13]1=[O:35])=[O:10])[C:2]1[CH:7]=[CH:6][CH:5]=[CH:4][CH:3]=1 |f:1.2|. Procedure: A solution of 2-(trimethylsilyl)ethyl (1R,2S,5R)-2-((S)-3-benzyloxycarbonylamino-2-oxopyrrolidin-1-yl)-5-(hydroxyamino)cyclohexylcarbamate (350 mg, 0.69 mmol) in acetone (5 mL) was stirred at room temperature for 16 h. The mixture was concentrated in vacuo. The residue was dissolved in anhydrous THF (7 mL) and cooled to 0° C. A solution of MeMgBr (1.1 mL, 3M in diethyl ether, 5 eq) was added dropwise. The mixture was stirred at room temperature for 1.5 h. The reaction was quenched with water (5 ...